describe an organic reaction: reactants, conditions, products, and yield From a dataset of the Open Reaction Database (ORD), a public repository of structured organic reaction records. Starting materials: CN=C=O (methylisocyanate), product, CS(=O)(=O)[O-] (methanesulfonate), O(C1=CC=CC=C1)C1CNC1 (3-phenoxyazetidine), [OH-].[Na+] (sodium hydroxide). Run in C1=CC=CC=C1 (benzene). The product is CNC(=O)N1CC(C1)OC1=CC=CC=C1 (N-Methyl 3-phenoxy-1-azetidinecarboxamide). Reaction SMILES: CS([O-])(=O)=O.[O:6]([CH:13]1[CH2:16][NH:15][CH2:14]1)[C:7]1[CH:12]=[CH:11][CH:10]=[CH:9][CH:8]=1.[OH-].[Na+].[CH3:19][N:20]=[C:21]=[O:22]>C1C=CC=CC=1>[CH3:19][NH:20][C:21]([N:15]1[CH2:16][CH:13]([O:6][C:7]2[CH:8]=[CH:9][CH:10]=[CH:11][CH:12]=2)[CH2:14]1)=[O:22] |f:2.3|. Procedure: The methanesulfonate of 3-phenoxyazetidine (10.5 g., 0.043 mole) was partitioned between 50 ml of benzene and 25 ml. of dilute sodium hydroxide. The benzene layer was dried over calcium sulfate and filtered. The filtrate was treated with 2.6 g. (0.043 mole) of methylisocyanate and the solution was stirred at room temperature for 18 hours. The resulting mixture was concentrated at reduced pressure and the residue was crystallized from a mixture of ethyl acetate-isopropyl ether to give 1.2 g. (14%... As a reaction SMILES: [C:1]([N:5]=[C:6]=[O:7])([CH3:4])([CH3:3])[CH3:2].[CH:8]1[C:16]2[C:15]3[CH2:17][CH2:18][CH2:19][CH2:20][C:14]=3[O:13][C:12]=2[CH:11]=[CH:10][C:9]=1[NH2:21].N1C=CC=CC=1>O1CCCC1>[C:1]([NH:5][C:6]([NH:21][C:9]1[CH:10]=[CH:11][C:12]2[O:13][C:14]3[CH2:20][CH2:19][CH2:18][CH2:17][C:15]=3[C:16]=2[CH:8]=1)=[O:7])([CH3:4])([CH3:3])[CH3:2]. Yield: 49.6%. Reactants: C(C)(C)(C)N=C=O (tert-Butylisocyanate), C1=C(C=CC=2OC3=C(C21)CCCC3)N (6,7,8,9-tetrahydro-dibenzofuran-2-ylamine), N1=CC=CC=C1 (pyridine), C(C)(C)(C)N=C=O (tert-butylisocyanate). Run in O1CCCC1 (tetrahydrofuran). Run at temperature 0 celsius, time 10 minute. Yields the product C(C)(C)(C)NC(=O)NC1=CC2=C(OC3=C2CCCC3)C=C1 (1-tert-butyl-3-(6,7,8,9-tetrahydro-dibenzofuran-2-yl)-urea). Procedure details: tert-Butylisocyanate (0.55 g, 5.5 mmol) was added to a cooled (0° C.) solution of 6,7,8,9-tetrahydro-dibenzofuran-2-ylamine (0.94 g, 5.0 mmol) in tetrahydrofuran (20 mL). The reaction mixture was stirred for 10 minutes at 0° C. and then allowed to warm to ambient temperature for 5 hours. An additional portion of tert-butylisocyanate (0.65 mL) was added the reaction mixture was stirred overnight. The reaction was incomplete, so pyridine (10 mL) was added and the reaction mixture was heated to ref...